Dataset: the Open Reaction Database (ORD), a public repository of structured organic reaction records. Task: describe an organic reaction: reactants, conditions, products, and yield Starting materials: CC1(C)CC(=O)c2ccc(OS(=O)(=O)C(F)(F)F)cc21, OB(O)c1cc(Cl)ccc1Cl. Product: CC1(C)CC(=O)c2ccc(-c3cc(Cl)ccc3Cl)cc21. RXN SMILES: [CH3:1][C:2]1([CH3:20])[CH2:3][C:4](=[O:19])[c:5]2[cH:6][cH:7][c:8]([O:11][S:12]([C:13]([F:14])([F:15])[F:16])(=[O:17])=[O:18])[cH:9][c:10]21.[Cl:21][c:22]1[c:23]([B:29]([OH:30])[OH:31])[cH:24][c:25]([Cl:28])[cH:26][cH:27]1>>[CH3:1][C:2]1([CH3:20])[CH2:3][C:4](=[O:19])[c:5]2[cH:6][cH:7][c:8](-[c:23]3[c:22]([Cl:21])[cH:27][cH:26][c:25]([Cl:28])[cH:24]3)[cH:9][c:10]21. As a reaction SMILES: [C:1]1([CH3:10])[C:2]([N:7]=[C:8]=[O:9])=[CH:3][CH:4]=[CH:5][CH:6]=1.[F:11][C:12]1[CH:19]=[CH:18][CH:17]=[CH:16][C:13]=1[CH2:14][NH2:15].CCCCCCC>C1(C)C=CC=CC=1>[F:11][C:12]1[CH:19]=[CH:18][CH:17]=[CH:16][C:13]=1[CH2:14][NH:15][C:8]([NH:7][C:2]1[CH:3]=[CH:4][CH:5]=[CH:6][C:1]=1[CH3:10])=[O:9]. The reactants are C=1(C(=CC=CC1)N=C=O)C (ortho-Tolylisocyanate), FC1=C(CN)C=CC=C1 (2-fluorobenzylamine), CCCCCCC (Heptane). Run in C1(=CC=CC=C1)C (toluene). Procedure details: ortho-Tolylisocyanate (4.95 ml) was added to a solution of 2-fluorobenzylamine (4.56 ml) in toluene (50 ml) under an atmosphere of nitrogen at 5° C. to produce rapid formation of a white solid. Heptane was added, the solid broken up and filtered off to afford 1-(2-fluorobenzyl)-3-(2-methylphenyl)urea (9.5 g) as a white solid. The urea (8 g) and cyanoacetic acid (2.9 g) were ground together and heated in acetic anhydride (15 ml) to 80° C. After cooling the reaction mixture to room temperature, di... The product is FC1=C(CNC(=O)NC2=C(C=CC=C2)C)C=CC=C1 (1-(2-fluorobenzyl)-3-(2-methylphenyl)urea). The reactants are NC1=CC=C(C(=O)OC)C=C1 (methyl 4-aminobenzoate), ClC(C1=CC=CC=C1)(Cl)Cl (α,α,α-trichlorotoluene). Yields the product COC(=O)C1=CC=C(C=C1)NC(C1=CC=CC=C1)=NC1=CC=C(C=C1)C(=O)OC (N,N'-Bis(4-methoxycarbonylphenyl)benzamidine). As a reaction SMILES: [NH2:1][C:2]1[CH:11]=[CH:10][C:5]([C:6]([O:8][CH3:9])=[O:7])=[CH:4][CH:3]=1.Cl[C:13](Cl)(Cl)[C:14]1[CH:19]=[CH:18][CH:17]=[CH:16][CH:15]=1>>[CH3:9][O:8][C:6]([C:5]1[CH:4]=[CH:3][C:2]([NH:1][C:13](=[N:1][C:2]2[CH:3]=[CH:4][C:5]([C:6]([O:8][CH3:9])=[O:7])=[CH:10][CH:11]=2)[C:14]2[CH:19]=[CH:18][CH:17]=[CH:16][CH:15]=2)=[CH:11][CH:10]=1)=[O:7]. Reported procedure: N,N'-Bis(4-methoxycarbonylphenyl)benzamidine (1) was prepared from methyl 4-aminobenzoate and α,α,α-trichlorotoluene; pale-yellow crystals: mp 180°-182° C. 1H-NMR (CDCl3) 8.0-7.0 (m, 14H), 3.8 (s, 6H); IR (CDCl3) 3330, 1705, 1585; MS (m/e) 388 (M+), 238 (base). The product is N1(CCCCC1)CCOC=1C=C(C(=O)NC=2C=C(C=CC2C)NC(=O)C=2C=C3C=CC=NC3=CC2)C=CC1 (N-{3-[3-(2-piperidinoethoxy)benzamido]-4-methylphenyl}quinoline-6-carboxamide). Procedure details: Using an analogous procedure to that described in Example 7, N-[3-(3-hydroxybenzamido)-4-methylphenyl]quinoline-6-carboxamide was reacted with 2-piperidinoethyl chloride to give the title compound in 55% yield; NMR Spectrum: (DMSOd6) 1.39 (m, 2H), 1.49 (s, 4H), 2.2 (s, 3H), 2.42 (s, 4H), 2.65 (t, 2H), 4.15 (t, 2H), 7.15 (m, 1H), 7.26 (d, 1H), 7.41 (t, 1H), 7.55 (m, 2H), 7.62 (m,2H),7.86 (s, 1H), 8.12 (d, 1H), 8.24 (m, 1H), 8.52 (m, 1H), 8.61 (s, 1H), 8.99 (d, 1H), 9.89 (s, 1H), 10.48 (s, 1H); Ma... Isolated yield 55.0%. Reaction SMILES: [OH:1][C:2]1[CH:3]=[C:4]([CH:28]=[CH:29][CH:30]=1)[C:5]([NH:7][C:8]1[CH:9]=[C:10]([NH:15][C:16]([C:18]2[CH:19]=[C:20]3[C:25](=[CH:26][CH:27]=2)[N:24]=[CH:23][CH:22]=[CH:21]3)=[O:17])[CH:11]=[CH:12][C:13]=1[CH3:14])=[O:6].[N:31]1([CH2:37][CH2:38]Cl)[CH2:36][CH2:35][CH2:34][CH2:33][CH2:32]1>>[N:31]1([CH2:37][CH2:38][O:1][C:2]2[CH:3]=[C:4]([CH:28]=[CH:29][CH:30]=2)[C:5]([NH:7][C:8]2[CH:9]=[C:10]([NH:15][C:16]([C:18]3[CH:19]=[C:20]4[C:25](=[CH:26][CH:27]=3)[N:24]=[CH:23][CH:22]=[CH:21]4)=[O:17])[CH:11]=[CH:12][C:13]=2[CH3:14])=[O:6])[CH2:36][CH2:35][CH2:34][CH2:33][CH2:32]1. Starting materials: OC=1C=C(C(=O)NC=2C=C(C=CC2C)NC(=O)C=2C=C3C=CC=NC3=CC2)C=CC1 (N-[3-(3-hydroxybenzamido)-4-methylphenyl]quinoline-6-carboxamide), N1(CCCCC1)CCCl (2-piperidinoethyl chloride). Starting materials: BrCCCBr, CN(C)C=O, CCOC(C)=O, [K+], [OH-], O, c1ccc2[nH]nnc2c1. The product is BrCCCn1nnc2ccccc21. RXN SMILES: [Br:1][CH2:2][CH2:3][CH2:4][Br:5].[CH3:18][N:19]([CH3:20])[CH:21]=[O:22].[CH3:23][CH2:24][O:25][C:26](=[O:27])[CH3:28].[K+:16].[OH-:15].[OH2:17].[nH:6]1[n:7][n:8][c:9]2[c:10]1[cH:11][cH:12][cH:13][cH:14]2>>[Br:1][CH2:2][CH2:3][CH2:4][n:6]1[n:7][n:8][c:9]2[c:10]1[cH:11][cH:12][cH:13][cH:14]2. Reactants: CCO, O=C(O)c1ccc(Cl)nc1, [N-]=[N+]=[N-], [Na+], O. The product is [Cl-], [Na+], [N-]=[N+]=Nc1ccc(C(=O)O)cn1. Reaction SMILES: [CH3:16][CH2:17][OH:18].[Cl:1][c:2]1[n:3][cH:4][c:5]([C:6](=[O:7])[OH:8])[cH:9][cH:10]1.[N-:13]=[N+:14]=[N-:15].[Na+:12].[OH2:11]>>[Cl-:1].[Na+:12].[c:2]1([N:13]=[N+:14]=[N-:15])[n:3][cH:4][c:5]([C:6](=[O:7])[OH:8])[cH:9][cH:10]1. Reactants: O=C([O-])[O-], CN(C)C=O, NC(=O)CCl, [K+], [K+], O, CCCc1nc2ccc(O)cc2c(-c2ccccc2)c1C#N. Yields the product CCCc1nc2ccc(OCC(N)=O)cc2c(-c2ccccc2)c1C#N. RXN SMILES: [C:28](=[O:29])([O-:30])[O-:31].[CH3:35][N:36]([CH3:37])[CH:38]=[O:39].[Cl:23][CH2:24][C:25](=[O:26])[NH2:27].[K+:32].[K+:33].[OH2:34].[OH:1][c:2]1[cH:3][c:4]2[c:5](-[c:17]3[cH:18][cH:19][cH:20][cH:21][cH:22]3)[c:6]([C:15]#[N:16])[c:7]([CH2:12][CH2:13][CH3:14])[n:8][c:9]2[cH:10][cH:11]1>>[O:1]([c:2]1[cH:3][c:4]2[c:5](-[c:17]3[cH:18][cH:19][cH:20][cH:21][cH:22]3)[c:6]([C:15]#[N:16])[c:7]([CH2:12][CH2:13][CH3:14])[n:8][c:9]2[cH:10][cH:11]1)[CH2:24][C:25](=[O:26])[NH2:27].